This data is from the Open Reaction Database (ORD), a public repository of structured organic reaction records. The task is: describe an organic reaction: reactants, conditions, products, and yield The reactants are OC1=C(C(N(C2=CN=CC=C12)C1=CC=CC=C1)=O)C(CC1=CC=CC=C1)=O (4-hydroxy-1-phenyl-3-phenylacetyl-1,7-naphthyridin-2(1H)-one), O.NN (hydrazine monohydrate), C(O)([O-])=O.[Na+] (sodium hydrogencarbonate). Run in CN(C)C=O (DMF). Run at temperature 105 celsius, time 2 hour. The product is C(C1=CC=CC=C1)C1=NNC2=C1C(N(C=1C=NC=CC21)C2=CC=CC=C2)=O (3-benzyl-5-phenyl-1H-pyrazolo[4,3-c][1,7]naphthyridin-4(5H)-one). Isolated yield 79.0%. As a reaction SMILES: O[C:2]1[C:11]2[C:6](=[CH:7][N:8]=[CH:9][CH:10]=2)[N:5]([C:12]2[CH:17]=[CH:16][CH:15]=[CH:14][CH:13]=2)[C:4](=[O:18])[C:3]=1[C:19](=O)[CH2:20][C:21]1[CH:26]=[CH:25][CH:24]=[CH:23][CH:22]=1.O.[NH2:29][NH2:30].C(=O)([O-])O.[Na+]>CN(C=O)C>[CH2:20]([C:19]1[C:3]2[C:4](=[O:18])[N:5]([C:12]3[CH:17]=[CH:16][CH:15]=[CH:14][CH:13]=3)[C:6]3[CH:7]=[N:8][CH:9]=[CH:10][C:11]=3[C:2]=2[NH:30][N:29]=1)[C:21]1[CH:26]=[CH:25][CH:24]=[CH:23][CH:22]=1 |f:1.2,3.4|. Reported procedure: To a suspension of 4-hydroxy-1-phenyl-3-phenylacetyl-1,7-naphthyridin-2(1H)-one (100 mg, 0.28 mmol) produced in Synthesis Example 26 in DMF (3 mL) was added hydrazine monohydrate (purity of 80%, 68 μL), and the mixture was stirred at 100 to 110° C. for 2 hours. To the reaction solution was added a sodium hydrogencarbonate aqueous solution. The resulting precipitate was separated by filtration, recrystallized from ethanol, and dried to give 3-benzyl-5-phenyl-1H-pyrazolo[4,3-c][1,7]naphthyridin-4(...